Dataset: the Open Reaction Database (ORD), a public repository of structured organic reaction records. Task: describe an organic reaction: reactants, conditions, products, and yield Reactants: FC1=CC=C(C=C1)N1C(CCC1C1=CC=C(C=C1)[N+](=O)[O-])C1=CC=C(C=C1)[N+](=O)[O-] (1-(4-Fluorophenyl)-2,5-bis(4-nitrophenyl)pyrrolidine), [Cl-].[NH4+] (ammonium chloride). Reagents/catalysts: [Fe] (iron). Run in C(C)O (ethanol), C1CCOC1 (THF), O (water). Conditions: temperature 80 celsius, time 45 minute. The product is FC1=CC=C(C=C1)N1C(CCC1C1=CC=C(N)C=C1)C1=CC=C(N)C=C1 (4,4′-(1-(4-Fluorophenyl)pyrrolidine-2,5-diyl)dianiline). As a reaction SMILES: [F:1][C:2]1[CH:7]=[CH:6][C:5]([N:8]2[CH:12]([C:13]3[CH:18]=[CH:17][C:16]([N+:19]([O-])=O)=[CH:15][CH:14]=3)[CH2:11][CH2:10][CH:9]2[C:22]2[CH:27]=[CH:26][C:25]([N+:28]([O-])=O)=[CH:24][CH:23]=2)=[CH:4][CH:3]=1.[Cl-].[NH4+]>C(O)C.C1COCC1.O.[Fe]>[F:1][C:2]1[CH:7]=[CH:6][C:5]([N:8]2[CH:12]([C:13]3[CH:18]=[CH:17][C:16]([NH2:19])=[CH:15][CH:14]=3)[CH2:11][CH2:10][CH:9]2[C:22]2[CH:23]=[CH:24][C:25]([NH2:28])=[CH:26][CH:27]=2)=[CH:4][CH:3]=1 |f:1.2|. Procedure: To a solution of the product from Example 1D (0.501 g, 1.23 mmol) in ethanol (5 ml) and THF (5.00 ml) was added iron powder (0.412 g, 7.38 mmol) and a solution of ammonium chloride (0.197 g, 3.69 mmol) in water (1.0 ml). The resulting mixture was stirred at 80° C. for 45 min. The mixture was cooled, filtered through celite, washed with ethanol, and concentrated in vacuo. The crude product was purified by chromatography on silica gel using a solvent gradient of 0-100% ethyl acetate in hexanes to ... Reactants: BrCC1=CC=C(C=C1)C1=CC2=C(C=C1)OCO2 (4-bromomethyl-3', 4'-methylenedioxy-1,1-biphenyl), CN(C)C=O (DMF), Cl (hydrochloric acid), [H-].[Na+] (sodium hydride), CN(C)C=O (DMF), O (water), CN(C)C=O (DMF). The solvent is CC(=O)C (acetone), CCOCC (ether). Run at time 15 minute. The product is Cl.O1COC2=C1C=CC(=C2)C2=CC=C(COC1CN3CCC1CC3)C=C2 (3-[4-(1,3-benzodioxole-5-yl) benzyloxy]-1-azabicyclo[2,2.2]octane hydrochloride). As a reaction SMILES: [H-].[Na+].Br[CH2:4][C:5]1[CH:10]=[CH:9][C:8]([C:11]2[CH:16]=[CH:15][C:14]3[O:17][CH2:18][O:19][C:13]=3[CH:12]=2)=[CH:7][CH:6]=1.[OH2:20].[ClH:21].[CH3:22][N:23]([CH:25]=O)[CH3:24]>CC(C)=O.CCOCC>[ClH:21].[O:17]1[C:14]2[CH:15]=[CH:16][C:11]([C:8]3[CH:9]=[CH:10][C:5]([CH2:4][O:20][CH:4]4[CH:5]5[CH2:10][CH2:22][N:23]([CH2:24][CH2:6]5)[CH2:25]4)=[CH:6][CH:7]=3)=[CH:12][C:13]=2[O:19][CH2:18]1 |f:0.1,8.9|. Procedure: To a suspension of 0.14 g (3.44 m mole) of 60% sodium hydride in 20 ml of anhydrous DMF is added a solution of 0.48 g (3.44 m mole) of 3-quinuclidinol borane complex in 10 ml of DMF dropwise over 3 minutes. The mixture is stirred at room temperature for 15 minutes and a solution of 1.0 g (3.44 m moles) of 4-bromomethyl-3', 4'-methylenedioxy-1,1-biphenyl in 10 ml of DMF was added dropwise over 5 minutes. The mixture is stirred at room temperature for 2 hours and poured into 75 ml of water and ext... The reactants are NC1=CC=C2C(=N1)C(=CN2)C2CCN(CC2)C (5-amino-3-(1-methylpiperidin-4-yl)pyrrolo[3,2-b]pyridine), C1(CCC1)C(=O)Cl (cyclobutanecarbonyl chloride). Product: C1(CCC1)C(=O)NC1=CC=C2C(=N1)C(=CN2)C2CCN(CC2)C (5-(N-[cyclobutanecarbonyl]amino)-3-(1-methylpiperidin-4-yl)pyrrolo[3,2-b]pyridine). Yield: 50.4%. RXN SMILES: [NH2:1][C:2]1[N:7]=[C:6]2[C:8]([CH:11]3[CH2:16][CH2:15][N:14]([CH3:17])[CH2:13][CH2:12]3)=[CH:9][NH:10][C:5]2=[CH:4][CH:3]=1.[CH:18]1([C:22](Cl)=[O:23])[CH2:21][CH2:20][CH2:19]1>>[CH:18]1([C:22]([NH:1][C:2]2[N:7]=[C:6]3[C:8]([CH:11]4[CH2:16][CH2:15][N:14]([CH3:17])[CH2:13][CH2:12]4)=[CH:9][NH:10][C:5]3=[CH:4][CH:3]=2)=[O:23])[CH2:21][CH2:20][CH2:19]1. Reported procedure: Beginning with 0.25 gm (1.08 mMol) 5-amino-3-(1-methylpiperidin-4-yl)pyrrolo[3,2-b]pyridine and 0.136 gm (1.19 mMol) cyclobutanecarbonyl chloride, 0.17 gm (50.8%) of the title compound were prepared essentially by the procedure described in Example 4. Reactants: C(CCC=C)(=O)O[C@@H](CNC(=O)[C@H](CC(=O)OC(C)(C)C)CC=C)C1=CC=CC=C1 ((S)-tert-butyl 3-((R)-2-(pent-4-enoyloxy)-2-phenylethylcarbamoyl)hex-5-enoate), Pb(OAc)4. The reagents and catalysts are Cl[Ru]([P](C1CCCCC1)(C2CCCCC2)C3CCCCC3)(=CC4=CC=CC=C4)(Cl)=C5N(C6=C(C)C=C(C)C=C6C)CCN5C7=C(C)C=C(C)C=C7C (Grubbs 2nd Generation). Run in C1(=CC=CC=C1)C (toluene), C(Cl)Cl (CH2Cl2). Run at temperature 65 celsius, time 7 hour. Product: O=C1NC[C@H](OC(CC/C=C/C[C@H]1CC(=O)OC(C)(C)C)=O)C1=CC=CC=C1 (tert-butyl 2-((2R,6S,E)-5,12-dioxo-2-phenyl-1-oxa-4-azacyclododec-8-en-6-yl)acetate). Isolated yield 73.1%. As a reaction SMILES: [C:1]([O:7][C@H:8]([C:25]1[CH:30]=[CH:29][CH:28]=[CH:27][CH:26]=1)[CH2:9][NH:10][C:11]([C@@H:13]([CH2:22][CH:23]=[CH2:24])[CH2:14][C:15]([O:17][C:18]([CH3:21])([CH3:20])[CH3:19])=[O:16])=[O:12])(=[O:6])[CH2:2][CH2:3]C=C>C1(C)C=CC=CC=1.Cl[Ru](=C1N(C2C(C)=CC(C)=CC=2C)CCN1C1C(C)=CC(C)=CC=1C)(Cl)(=CC1C=CC=CC=1)[P](C1CCCCC1)(C1CCCCC1)C1CCCCC1.C(Cl)Cl>[O:12]=[C:11]1[C@H:13]([CH2:14][C:15]([O:17][C:18]([CH3:19])([CH3:21])[CH3:20])=[O:16])[CH2:22][CH:23]=[CH:24][CH2:3][CH2:2][C:1](=[O:6])[O:7][C@H:8]([C:25]2[CH:26]=[CH:27][CH:28]=[CH:29][CH:30]=2)[CH2:9][NH:10]1 |^1:70|. Reported procedure: To a solution of (S)-tert-butyl 3-((R)-2-(pent-4-enoyloxy)-2-phenylethylcarbamoyl)hex-5-enoate (470 mg, 1.13 mmol) in toluene (113 mL) was added Grubbs 2nd Generation catalyst (96 mg, 0.113 mmol) and the reaction mixture was heated to 65° C. Upon stirring 7 h with continued heating, TLC analysis indicated complete consumption of starting material. The reaction mixture was cooled to rt, diluted with degassed CH2Cl2 (11 ml) and Pb(OAc)4 (251 mg, 0.566 mmol) was added. The resulting mixture was sti... The reactants are CC(C)C(NC(=O)OC(C)(C)C)C(=O)NC(CCC(=O)OCc1ccccc1)C(=O)OCc1ccccc1, COc1ccccc1, O=C(O)C(F)(F)F, c1ccccc1. Product: CC(C)C(N)C(=O)NC(CCC(=O)OCc1ccccc1)C(=O)OCc1ccccc1. As a reaction SMILES: [C:1]([O:2][C:3](=[O:4])[NH:8][CH:9]([CH:10]([CH3:11])[CH3:12])[C:13](=[O:14])[NH:15][CH:16]([CH2:17][CH2:18][C:19](=[O:20])[O:21][CH2:22][c:23]1[cH:24][cH:25][cH:26][cH:27][cH:28]1)[C:29](=[O:30])[O:31][CH2:32][c:33]1[cH:34][cH:35][cH:36][cH:37][cH:38]1)([CH3:5])([CH3:6])[CH3:7].[CH3:39][O:40][c:41]1[cH:42][cH:43][cH:44][cH:45][cH:46]1.[OH:47][C:48]([C:49]([F:50])([F:51])[F:52])=[O:53].[cH:54]1[cH:55][cH:56][cH:57][cH:58][cH:59]1>>[NH2:8][CH:9]([CH:10]([CH3:11])[CH3:12])[C:13](=[O:14])[NH:15][CH:16]([CH2:17][CH2:18][C:19](=[O:20])[O:21][CH2:22][c:23]1[cH:24][cH:25][cH:26][cH:27][cH:28]1)[C:29](=[O:30])[O:31][CH2:32][c:33]1[cH:34][cH:35][cH:36][cH:37][cH:38]1. Reactants: ClC1=C2C(=NC=N1)NC(N(C2)CC(F)(F)F)=O (5-chloro-3-(2,2,2-trifluoroethyl)-3,4-dihydropyrimido[4,5-d]pyrimidin-2(1H)-one), Cl.Cl.C(C)C=1N=C(N(C1)CCO)C1CCNCC1 (2-(4-ethyl-2-(piperidin-4-yl)-1H-imidazol-1-yl)ethanol dihydrochloride), C(C)(C)N(CC)C(C)C (diisopropylethylamine). The solvent is CO (methanol). Reaction conditions: temperature 150 celsius. Yields the product C(C)C=1N=C(N(C1)CCO)C1CCN(CC1)C1=C2C(=NC=N1)NC(N(C2)CC(F)(F)F)=O (5-(4-(4-Ethyl-1-(2-hydroxyethyl)-1H-imidazol-2-yl)piperidin-1-yl)-3-(2,2,2-trifluoroethyl)-3,4-dihydropyrimido[4,5-d]pyrimidin-2(1H)-one). The yield is 140.7%. RXN SMILES: Cl[C:2]1[N:7]=[CH:6][N:5]=[C:4]2[NH:8][C:9](=[O:17])[N:10]([CH2:12][C:13]([F:16])([F:15])[F:14])[CH2:11][C:3]=12.Cl.Cl.[CH2:20]([C:22]1[N:23]=[C:24]([CH:30]2[CH2:35][CH2:34][NH:33][CH2:32][CH2:31]2)[N:25]([CH2:27][CH2:28][OH:29])[CH:26]=1)[CH3:21].C(N(C(C)C)CC)(C)C>CO>[CH2:20]([C:22]1[N:23]=[C:24]([CH:30]2[CH2:31][CH2:32][N:33]([C:2]3[N:7]=[CH:6][N:5]=[C:4]4[NH:8][C:9](=[O:17])[N:10]([CH2:12][C:13]([F:16])([F:15])[F:14])[CH2:11][C:3]=34)[CH2:34][CH2:35]2)[N:25]([CH2:27][CH2:28][OH:29])[CH:26]=1)[CH3:21] |f:1.2.3|. Reported procedure: Add 5-chloro-3-(2,2,2-trifluoroethyl)-3,4-dihydropyrimido[4,5-d]pyrimidin-2(1H)-one (0.28 g, 1.05 mmol), 2-(4-ethyl-2-(piperidin-4-yl)-1H-imidazol-1-yl)ethanol dihydrochloride (0.38 g, 1.3 eq), methanol (15 mL) and diisopropylethylamine (0.91 mL, 5.0 eq) into a 20 mL microwave vial. Seal the tube and heat in a microwave reactor to 150° C., for 1 hour. Filter through silica gel, eluting with 10% ammonia-methanol/dichloromethane. Concentrate the filtrate in vacuo. Purify by silica gel chromatograp... Starting materials: C(C)(=O)Cl (Acetylchloride), N1=CC=CC=C1 (pyridine), COC1=CC=C(C=N1)C=1SC2=C(N1)C=CC(=C2)N (2-(6-methoxypyridin-3-yl)-1,3-benzothiazol-6-amine). The solvent is C(Cl)Cl (DCM). Yields the product COC1=CC=C(C=N1)C=1SC2=C(N1)C=CC(=C2)NC(C)=O (N-[2-(6-Methoxypyridin-3-yl)-1,3-benzothiazol-6-yl]acetamide). Isolated yield 39.3%. As a reaction SMILES: [C:1](Cl)(=[O:3])[CH3:2].N1C=CC=CC=1.[CH3:11][O:12][C:13]1[N:18]=[CH:17][C:16]([C:19]2[S:20][C:21]3[CH:27]=[C:26]([NH2:28])[CH:25]=[CH:24][C:22]=3[N:23]=2)=[CH:15][CH:14]=1>C(Cl)Cl>[CH3:11][O:12][C:13]1[N:18]=[CH:17][C:16]([C:19]2[S:20][C:21]3[CH:27]=[C:26]([NH:28][C:1](=[O:3])[CH3:2])[CH:25]=[CH:24][C:22]=3[N:23]=2)=[CH:15][CH:14]=1. Procedure details: Acetylchloride (3 μL, 0.037 mmol) and pyridine (3 μL, 0.037 mmol) was added to a sol. of 2-(6-methoxypyridin-3-yl)-1,3-benzothiazol-6-amine (9 mg, 0.034 mmol) in DCM (1 mL). The r.m. was stirred at r.t. o.n. Half of the solvent was distilled of in vacuo and a few drops of hexane were added. The precipitated solid was collected and dried in vacuo, to give the title compound (4 mg) as a white solid. 1H NMR δ 10.30 (s, 1H) 8.91 (d, 1H) 8.57 (d, 1H) 8.39 (dd, 1H) 8.03 (d, 1H) 7.63 (dd, 1H) 7.08 (d, ... The reactants are BrC=1C=CC(=C(N)C1)C(=O)O (5-bromo-2-carboxyaniline), BrC1=C2C(=NNC2=CC=C1)O (4-Bromo-1H-indazol-3-ol). The product is BrC1=CC=C2C(=NNC2=C1)O (6-Bromo-1H-indazol-3-ol). As a reaction SMILES: [Br:1][C:2]1[CH:3]=[CH:4][C:5]([C:9]([OH:11])=O)=[C:6]([CH:8]=1)[NH2:7].BrC1C=CC=C2C=1C(O)=[N:16]N2>>[Br:1][C:2]1[CH:8]=[C:6]2[C:5]([C:9]([OH:11])=[N:16][NH:7]2)=[CH:4][CH:3]=1. Procedure details: 6-Bromo-1H-indazol-3-ol CCVII was prepared from 5-bromo-2-carboxyaniline (JOC, 1997, 62, 1240) using the procedure described for preparation of 4-Bromo-1H-indazol-3-ol CLXXXIII (Example 37). Reactants: [Li+].C[Si](C)(C)[N-][Si](C)(C)C (LHMDS), BrC1=CC(=C(C=C1)N1C(=NC(=C1)C(C)=O)C1=C(C=CC=C1)Cl)Cl (1-(1-(4-bromo-2-chlorophenyl)-2-(2-chlorophenyl)-1H-imidazol-4-yl)ethanone), FC(C(=O)OCC)(F)F (ethyl trifluoroacetate), enolate. The solvent is C1CCOC1 (THF), C1CCOC1 (THF). Run at temperature -78 celsius. Product: BrC1=CC(=C(C=C1)N1C(=NC(=C1)C(CC(C(F)(F)F)=O)=O)C1=C(C=CC=C1)Cl)Cl (1-(1-(4-bromo-2-chlorophenyl)-2-(2-chlorophenyl)-1H-imidazol-4-yl)-4,4,4-trifluorobutane-1,3-dione). Isolated yield 15.2%. Reaction SMILES: [Br:1][C:2]1[CH:7]=[CH:6][C:5]([N:8]2[CH:12]=[C:11]([C:13](=[O:15])[CH3:14])[N:10]=[C:9]2[C:16]2[CH:21]=[CH:20][CH:19]=[CH:18][C:17]=2[Cl:22])=[C:4]([Cl:23])[CH:3]=1.[Li+].C[Si]([N-][Si](C)(C)C)(C)C.[F:34][C:35]([F:42])([F:41])[C:36](OCC)=[O:37]>C1COCC1>[Br:1][C:2]1[CH:7]=[CH:6][C:5]([N:8]2[CH:12]=[C:11]([C:13](=[O:15])[CH2:14][C:36](=[O:37])[C:35]([F:42])([F:41])[F:34])[N:10]=[C:9]2[C:16]2[CH:21]=[CH:20][CH:19]=[CH:18][C:17]=2[Cl:22])=[C:4]([Cl:23])[CH:3]=1 |f:1.2|. Reported procedure: To a dry N2 purged 50 mL round bottom flask attached with addition funnel was added 1-(1-(4-bromo-2-chlorophenyl)-2-(2-chlorophenyl)-1H-imidazol-4-yl)ethanone (640 mg, 1.56 mmol) and anhydrous THF (12 mL). The reaction solution was cooled to −78° C. prior to dropwise addition of a 1.0 M LHMDS solution in THF (1.72 mL). The enolate solution was allowed to stir, warming to −200C over 1 h. The reaction solution was cooled to −600C, and ethyl trifluoroacetate (370 μL, 3.12 mmol) was added. The react...